From a dataset of the Open Reaction Database (ORD), a public repository of structured organic reaction records. describe an organic reaction: reactants, conditions, products, and yield Starting materials: C(C1=CC=CC=C1)NC(=O)N (benzylurea), C(CC(=O)OCC)(=O)OCC (diethyl malonate), C[O-].[Na+] (sodium methylate). Run in CO (methanol). The product is C(C1=CC=CC=C1)N1C(NC(CC1=O)=O)=O (3-benzylpyrimidine-2,4,6(1H,3H)-trione). RXN SMILES: [CH2:1]([NH:8][C:9]([NH2:11])=[O:10])[C:2]1[CH:7]=[CH:6][CH:5]=[CH:4][CH:3]=1.[C:12](OCC)(=[O:19])[CH2:13][C:14](OCC)=[O:15].C[O-].[Na+]>CO>[CH2:1]([N:8]1[C:14](=[O:15])[CH2:13][C:12](=[O:19])[NH:11][C:9]1=[O:10])[C:2]1[CH:7]=[CH:6][CH:5]=[CH:4][CH:3]=1 |f:2.3|. Reported procedure: To a suspension of 24.78 g (165 mmol) of benzylurea and 25 ml (165 mmol) of diethyl malonate in 84 ml of methanol, 40.2 ml (165 mmol) of a 4.1M sodium methylate solution was added at room temperature, followed by refluxing for 16 hours. After the reaction mixture was cooled, the solvent was distilled off. After the residue was dissolved in water and insoluble substances were filtered out, the filtrate was adjusted to pH 3-4 by adding concentrated hydrochloric acid. The resulting precipitate was ... Product: C(#N)C=1C=C(CN(C2=CC=C(C=C2)OC(N(C)C)=O)C2CCN(CC2)C(CCNC(C2=C(C=CC=C2C)C)=O)C)C=CC1 (Dimethyl-carbamic acid 4-((3-cyano-benzyl)-{1-[3-(2,6-dimethyl-benzoylamino)-1-methyl-propyl]-piperidin-4-yl}-amino)-phenyl ester). The yield is 85.9%. RXN SMILES: [C:1]([C:3]1[CH:4]=[C:5]([CH:36]=[CH:37][CH:38]=1)[CH2:6][N:7]([C:29]1[CH:34]=[CH:33][C:32]([OH:35])=[CH:31][CH:30]=1)[CH:8]1[CH2:13][CH2:12][N:11]([CH:14]([CH3:28])[CH2:15][CH2:16][NH:17][C:18](=[O:27])[C:19]2[C:24]([CH3:25])=[CH:23][CH:22]=[CH:21][C:20]=2[CH3:26])[CH2:10][CH2:9]1)#[N:2].C([O-])([O-])=O.[K+].[K+].[CH3:45][N:46]([CH3:50])[C:47](Cl)=[O:48]>CN(C=O)C>[C:1]([C:3]1[CH:4]=[C:5]([CH:36]=[CH:37][CH:38]=1)[CH2:6][N:7]([CH:8]1[CH2:13][CH2:12][N:11]([CH:14]([CH3:28])[CH2:15][CH2:16][NH:17][C:18](=[O:27])[C:19]2[C:24]([CH3:25])=[CH:23][CH:22]=[CH:21][C:20]=2[CH3:26])[CH2:10][CH2:9]1)[C:29]1[CH:34]=[CH:33][C:32]([O:35][C:47](=[O:48])[N:46]([CH3:50])[CH3:45])=[CH:31][CH:30]=1)#[N:2] |f:1.2.3|. Reaction conditions: time 8 hour. The solvent is CN(C)C=O (DMF). Reactants: C(#N)C=1C=C(CN(C2CCN(CC2)C(CCNC(C2=C(C=CC=C2C)C)=O)C)C2=CC=C(C=C2)O)C=CC1 (N-(3-{4-[(3-Cyano-benzyl)-(4-hydroxy-phenyl)-amino]-piperidin-1-yl}-butyl)-2,6-dimethyl-benzamide), C(=O)([O-])[O-].[K+].[K+] (K2CO3), CN(C(=O)Cl)C (dimethylcarbamoyl chloride). Procedure details: To a solution of COMPOUND 117 (42 mg, 0.082 mmol) in DMF (1 mL) were added K2CO3 (36 mg, 0.26 mmol) followed by dimethylcarbamoyl chloride (15 μL, 0.16 mmol) and the mixture was stirred at room temperature overnight to afford COMPOUND 145 as a white solid (41 mg, 84%) following work-up and purification. 1H NMR (CDCl3) δ 0.93-1.13 (m, 2H), 0.99 (d, 3H, J=6.3 Hz), 1.50-1.58 (m, 1H), 1.70-1.81 (m, 3H), 2.14 (t, 1H, J=11.4 Hz), 2.31 (s, 6H), 2.54 (t, 1H, J=12.0 Hz), 2.73-3.05 (m, 9H), 3.23-3.28 (m, ...